This data is from the Open Reaction Database (ORD), a public repository of structured organic reaction records. The task is: describe an organic reaction: reactants, conditions, products, and yield Reactants: Br.NC=1N=C(SC1)Br (4-Amino-2-bromothiazole hydrobromide), N1=CC=CC=C1 (pyridine), C(C)(=O)[O-].[Na+] (sodium acetate). Solvent: C(CC)(=O)OC(CC)=O (propionic anhydride). Yields the product BrC=1SC=C(N1)NC(CC)=O (2-Bromo-4-propionamidothiazole). Yield: 11.9%. As a reaction SMILES: Br.[NH2:2][C:3]1[N:4]=[C:5]([Br:8])[S:6][CH:7]=1.N1C=C[CH:12]=[CH:11][CH:10]=1.C([O-])(=[O:17])C.[Na+]>C(OC(=O)CC)(=O)CC>[Br:8][C:5]1[S:6][CH:7]=[C:3]([NH:2][C:10](=[O:17])[CH2:11][CH3:12])[N:4]=1 |f:0.1,3.4|. Procedure: 4-Amino-2-bromothiazole hydrobromide (6.5g) was suspended in propionic anhydride (25 ml.) with stirring; then treated with pyridine (12.5 ml.) over 15 minutes, maintaining reaction temperature at 0° C. with an ice bath. After the addition was complete, the reaction mixture was stirred for 2 hours at room temperature, then poured onto 20% aqueous sodium acetate (250 ml.) and stirred for 30 minutes. The precipitate was removed by filtration and washed with water. The solid was air dried and extrac... The reactants are CS(=O)(=O)Cl (Methanesulphonyl chloride), CN(C1=CC(=CC=C1)N)C (N,N-dimethyl-1,3-phenylenediamine), [OH-].[Na+] (sodium hydroxide). Run in O (water). Product: CN(C=1C=C(C=CC1)NS(=O)(=O)C)C (N-[3-(dimethylamino)phenyl]methanesulphonamide). Isolated yield 78.7%. Reaction SMILES: [CH3:1][S:2](Cl)(=[O:4])=[O:3].[CH3:6][N:7]([CH3:15])[C:8]1[CH:13]=[CH:12][CH:11]=[C:10]([NH2:14])[CH:9]=1.[OH-].[Na+]>O>[CH3:6][N:7]([CH3:15])[C:8]1[CH:9]=[C:10]([NH:14][S:2]([CH3:1])(=[O:4])=[O:3])[CH:11]=[CH:12][CH:13]=1 |f:2.3|. Procedure details: Methanesulphonyl chloride (838 mg, 7.35 mmol) was added slowly to a cooled solution (5° C.) of N,N-dimethyl-1,3-phenylenediamine (1.00 g, 7.35 mmol) and sodium hydroxide (5M, 1.5 cm3) in water (10 cm3). The reaction was allowed to warm to room temperature overnight. The mixture was extracted with chloroform (3×15 cm3). The combined extracts were dried over sodium sulphate, filtered and the solvent removed under reduced pressure. Column chromatography (1:20 methanol/dichloromethane) gave the targ... Reactants: [H-].[Al+3].[Li+].[H-].[H-].[H-] (lithium aluminium hydride), C(=O)N(C)[C@@H]1[C@]2(C)[C@@H](C[C@H]1O)[C@@H]1CCC=3C=C(C=CC3[C@H]1CC2)O (17β-(N-formyl-N-methylamino)-oestra-1,3,5(10)-triene-3,16α-diol), resultant mixture. The solvent is O1CCCC1 (tetrahydrofuran). Product: CN([C@@H]1[C@]2(C)[C@@H](C[C@H]1O)[C@@H]1CCC=3C=C(C=CC3[C@H]1CC2)O)C (17β-dimethylamino-oestra-1,3,5(10)-triene-3,16α-diol). As a reaction SMILES: [CH:1]([N:3]([C@H:5]1[C@H:10]([OH:11])[CH2:9][C@H:8]2[C@H:12]3[C@H:21]([CH2:22][CH2:23][C@:6]12[CH3:7])[C:20]1[CH:19]=[CH:18][C:17]([OH:24])=[CH:16][C:15]=1[CH2:14][CH2:13]3)[CH3:4])=O.[H-].[Al+3].[Li+].[H-].[H-].[H-]>O1CCCC1>[CH3:4][N:3]([CH3:1])[C@H:5]1[C@H:10]([OH:11])[CH2:9][C@H:8]2[C@H:12]3[C@H:21]([CH2:22][CH2:23][C@:6]12[CH3:7])[C:20]1[CH:19]=[CH:18][C:17]([OH:24])=[CH:16][C:15]=1[CH2:14][CH2:13]3 |f:1.2.3.4.5.6|. Reported procedure: A suspension of 17β-(N-formyl-N-methylamino)-oestra-1,3,5(10)-triene-3,16α-diol (5.41 g) in tetrahydrofuran (110 ml) was kept at 10° C., while lithium aluminium hydride (5.41 g) was added portionwise. The resultant mixture was refluxed for 5 h., then the excess of lithium aluminium hydride was destroyed by careful addition of water. The mixture was diluted with a 1:1 mixture of tetrahydrofuran-ethylacetate (500 ml) and refluxed for 3 h. The inorganic salts were filtered off and washed with tetra... The reactants are CC(C)(C)OC(=O)N1CCC2C(C1)c1cc(Br)cc3c1N2CCO3, O=C([O-])[O-], COc1ccc(B(O)O)c(C)c1, [Na+], [Na+], Cl[Pd]Cl, c1ccc(P(c2ccccc2)c2ccccc2)cc1, c1ccc(P(c2ccccc2)c2ccccc2)cc1. Yields the product COc1ccc(-c2cc3c4c(c2)C2CN(C(=O)OC(C)(C)C)CCC2N4CCO3)c(C)c1. RXN SMILES: [C:1]([CH3:2])([CH3:3])([CH3:4])[O:5][C:6](=[O:7])[N:8]1[CH2:9][CH:10]2[CH:11]([N:12]3[c:13]4[c:14]([cH:15][c:16]([Br:19])[cH:17][c:18]42)[O:20][CH2:21][CH2:22]3)[CH2:23][CH2:24]1.[C:37](=[O:38])([O-:39])[O-:40].[CH3:25][O:26][c:27]1[cH:28][c:29]([CH3:36])[c:30]([B:33]([OH:34])[OH:35])[cH:31][cH:32]1.[Na+:41].[Na+:42].[Pd:43]([Cl:44])[Cl:45].[c:46]1([P:47]([c:48]2[cH:49][cH:50][cH:51][cH:52][cH:53]2)[c:54]2[cH:55][cH:56][cH:57][cH:58][cH:59]2)[cH:60][cH:61][cH:62][cH:63][cH:64]1.[c:65]1([P:66]([c:67]2[cH:68][cH:69][cH:70][cH:71][cH:72]2)[c:73]2[cH:74][cH:75][cH:76][cH:77][cH:78]2)[cH:79][cH:80][cH:81][cH:82][cH:83]1>>[C:1]([CH3:2])([CH3:3])([CH3:4])[O:5][C:6](=[O:7])[N:8]1[CH2:9][CH:10]2[CH:11]([N:12]3[c:13]4[c:14]([cH:15][c:16](-[c:30]5[c:29]([CH3:36])[cH:28][c:27]([O:26][CH3:25])[cH:32][cH:31]5)[cH:17][c:18]42)[O:20][CH2:21][CH2:22]3)[CH2:23][CH2:24]1. Starting materials: N=1C=CN2C1C=CC=C2SCCCCN2C(N1C(S(CCC1)(=O)=O)=C(C2=O)C(C)C)=O (7-[4-(imidazo[1,2-a]pyridin-5-ylthio)butyl]-9-isopropyl-1,1-dioxo-3,4-dihydro-2H,6H-pyrimido[6,1-b][1,3]thiazine-6,8(7H)-dione), Cl (hydrochloric acid). Solvent: CO (methanol). Product: Cl.N=1C=CN2C1C=CC=C2SCCCCN2C(N1C(S(CCC1)(=O)=O)=C(C2=O)C(C)C)=O (7-[4-(imidazo[1,2-a]pyridin-5-ylthio)-butyl]-9-isopropyl-1,1-dioxo-3,4-dihydro-2H,6H-pyrimido[6,1-b][1,3]thiazine-6,8(7H)-dione hydrochloride). As a reaction SMILES: [N:1]1[CH:2]=[CH:3][N:4]2[C:9]([S:10][CH2:11][CH2:12][CH2:13][CH2:14][N:15]3[C:26](=[O:27])[C:25]([CH:28]([CH3:30])[CH3:29])=[C:18]4[S:19](=[O:24])(=[O:23])[CH2:20][CH2:21][CH2:22][N:17]4[C:16]3=[O:31])=[CH:8][CH:7]=[CH:6][C:5]=12.[ClH:32]>CO>[ClH:32].[N:1]1[CH:2]=[CH:3][N:4]2[C:9]([S:10][CH2:11][CH2:12][CH2:13][CH2:14][N:15]3[C:26](=[O:27])[C:25]([CH:28]([CH3:29])[CH3:30])=[C:18]4[S:19](=[O:24])(=[O:23])[CH2:20][CH2:21][CH2:22][N:17]4[C:16]3=[O:31])=[CH:8][CH:7]=[CH:6][C:5]=12 |f:3.4|. Procedure: To a solution of 1.11 g (2.4 mmol) 7-[4-(imidazo[1,2-a]pyridin-5-ylthio)butyl]-9-isopropyl-1,1-dioxo-3,4-dihydro-2H,6H-pyrimido[6,1-b][1,3]thiazine-6,8(7H)-dione in 15 ml of methanol, 0.3 ml (3.5 mmol) of concentrated hydrochloric acid was added. After the reaction mixture was concentrated to dryness, diethyl ether was added to the residue. The resulting crystal was collected by filtration and dried to yield 1.14 g (95.7%, light white crystal) of the desired product. Starting materials: [N-]=[N+]=[N-].[Na+] (sodium azide), CS(=O)(=O)OCCN1N=CC2=C1C1=C(C2)SC=C1 (2-(1,4-dihydrothieno[2′,3′:4,5]cyclopenta[1,2-c]pyrazol-1-yl)ethyl methanesulfonate), ice water. The solvent is CN(C=O)C (dimethylformamide). Conditions: temperature 70 celsius, time 17 hour. Product: N(=[N+]=[N-])CCN1N=CC2=C1C1=C(C2)SC=C1 (1-(2-azidoethyl)-1,4-dihydrothieno[2′,3′:4,5]cyclopenta[1,2-c]pyrazole). Isolated yield 91.8%. Reaction SMILES: CS(O[CH2:6][CH2:7][N:8]1[C:12]2[C:13]3[CH:18]=[CH:17][S:16][C:14]=3[CH2:15][C:11]=2[CH:10]=[N:9]1)(=O)=O.[N-:19]=[N+:20]=[N-:21].[Na+]>CN(C)C=O>[N:19]([CH2:6][CH2:7][N:8]1[C:12]2[C:13]3[CH:18]=[CH:17][S:16][C:14]=3[CH2:15][C:11]=2[CH:10]=[N:9]1)=[N+:20]=[N-:21] |f:1.2|. Procedure: A 0.75 g of 2-(1,4-dihydrothieno[2′,3′:4,5]cyclopenta[1,2-c]pyrazol-1-yl)ethyl methanesulfonate was dissolved in 10 ml of dimethylformamide, 0.47 g of sodium azide was added, and the mixture was stirred at 70° C. for 17 hours. After cooling, the reaction solution was poured into ice water and extracted with ether. The organic layers were combined, washed with brine and then dried with anhydrous magnesium sulfate. After removal of the drying agent, the solvent was concentrated under a reduced pre... Reactants: OB(O)c1ccc(Cl)cc1, ClCCCl, O=C1CC(C(=O)O)N1. Product: O=C(O)C1CC(=O)N1c1ccc(Cl)cc1. Reaction SMILES: [Cl:13][c:14]1[cH:15][cH:16][c:17]([B:20]([OH:21])[OH:22])[cH:18][cH:19]1.[Cl:9][CH2:10][CH2:11][Cl:12].[O:1]=[C:2]1[CH2:3][CH:4]([C:6](=[O:7])[OH:8])[NH:5]1>>[O:1]=[C:2]1[CH2:3][CH:4]([C:6](=[O:7])[OH:8])[N:5]1[c:17]1[cH:16][cH:15][c:14]([Cl:13])[cH:19][cH:18]1. The reactants are S(O)(O)(=O)=O (sulfuric acid), ClC1=C(C(=CC(=C1)[N+](=O)[O-])Cl)CC(=O)O ((2,6-dichloro-4-nitro-phenyl)-acetic acid), CO (MeOH). Reaction conditions: time 6 hour. The product is COC(CC1=C(C=C(C=C1Cl)[N+](=O)[O-])Cl)=O ((2,6-Dichloro-4-nitro-phenyl)-acetic acid methyl ester). RXN SMILES: S(=O)(=O)(O)O.[Cl:6][C:7]1[CH:12]=[C:11]([N+:13]([O-:15])=[O:14])[CH:10]=[C:9]([Cl:16])[C:8]=1[CH2:17][C:18]([OH:20])=[O:19].[CH3:21]O>>[CH3:21][O:19][C:18](=[O:20])[CH2:17][C:8]1[C:7]([Cl:6])=[CH:12][C:11]([N+:13]([O-:15])=[O:14])=[CH:10][C:9]=1[Cl:16]. Procedure details: Concentrated sulfuric acid (2 mL, 37.33 mmol, 0.73 equiv) is added dropwise to a solution of (2,6-dichloro-4-nitro-phenyl)-acetic acid (EP 87218) (14.2 g, 51.1 mmol) in MeOH (500 mL). The resulting brown solution is stirred for 6 h at reflux. The reaction mixture is allowed to cool to rt and concentrated in vacuo. The residue is dissolved in EtOAc (400 mL) and a bit of water, washed with a saturated aqueous solution of NaHCO3, dried (Na2SO4), filtered and concentrated. Purification of the crude ... The reactants are N#CCCCBr, Cc1ccccc1, c1ccc(P(c2ccccc2)c2ccccc2)cc1. Product: [Br-], N#CCCC[P+](c1ccccc1)(c1ccccc1)c1ccccc1. As a reaction SMILES: [Br:20][CH2:21][CH2:22][CH2:23][C:24]#[N:25].[CH3:26][c:27]1[cH:28][cH:29][cH:30][cH:31][cH:32]1.[c:1]1([P:7]([c:8]2[cH:9][cH:10][cH:11][cH:12][cH:13]2)[c:14]2[cH:15][cH:16][cH:17][cH:18][cH:19]2)[cH:2][cH:3][cH:4][cH:5][cH:6]1>>[Br-:20].[c:1]1([P+:7]([c:8]2[cH:9][cH:10][cH:11][cH:12][cH:13]2)([c:14]2[cH:15][cH:16][cH:17][cH:18][cH:19]2)[CH2:21][CH2:22][CH2:23][C:24]#[N:25])[cH:2][cH:3][cH:4][cH:5][cH:6]1. Reactants: C(=NC1CCCCC1)=NC1CCCCC1, CN(C)C=O, Nc1cc(OCc2cccc(I)c2)c(C(=O)O)cc1Cl, NC1CN2CCC1CC2, O, On1nnc2ccccc21. Product: Nc1cc(OCc2cccc(I)c2)c(C(=O)NC2CN3CCC2CC3)cc1Cl. Reaction SMILES: [CH2:32]1[CH2:33][CH2:34][CH:35]([N:36]=[C:37]=[N:38][CH:39]2[CH2:40][CH2:41][CH2:42][CH2:43][CH2:44]2)[CH2:45][CH2:46]1.[CH3:56][N:57]([CH3:58])[CH:59]=[O:60].[NH2:1][c:2]1[cH:3][c:4]([O:12][CH2:13][c:14]2[cH:15][c:16]([I:20])[cH:17][cH:18][cH:19]2)[c:5]([C:6](=[O:7])[OH:8])[cH:9][c:10]1[Cl:11].[NH2:47][CH:48]1[CH2:49][N:50]2[CH2:51][CH2:52][CH:53]1[CH2:54][CH2:55]2.[OH2:21].[OH:22][n:23]1[c:24]2[cH:25][cH:26][cH:27][cH:28][c:29]2[n:30][n:31]1>>[NH2:1][c:2]1[cH:3][c:4]([O:12][CH2:13][c:14]2[cH:15][c:16]([I:20])[cH:17][cH:18][cH:19]2)[c:5]([C:6](=[O:8])[NH:47][CH:48]2[CH2:49][N:50]3[CH2:51][CH2:52][CH:53]2[CH2:54][CH2:55]3)[cH:9][c:10]1[Cl:11].